The task is: describe an organic reaction: reactants, conditions, products, and yield. This data is from the Open Reaction Database (ORD), a public repository of structured organic reaction records. Starting materials: O=C(Nc1ccc(Cl)cc1)c1cc(Br)ccc1O, CN(C)c1ccncc1, COc1cc2nccc(Cl)c2cc1OC, Clc1ccccc1Cl. Product: COc1cc2nccc(Oc3ccc(Br)cc3C(=O)Nc3ccc(Cl)cc3)c2cc1OC. As a reaction SMILES: [Br:16][c:17]1[cH:18][cH:19][c:20]([OH:33])[c:21]([C:22](=[O:23])[NH:24][c:25]2[cH:26][cH:27][c:28]([Cl:31])[cH:29][cH:30]2)[cH:32]1.[CH3:34][N:35]([CH3:36])[c:37]1[cH:38][cH:39][n:40][cH:41][cH:42]1.[Cl:1][c:2]1[cH:3][cH:4][n:5][c:6]2[cH:7][c:8]([O:14][CH3:15])[c:9]([O:12][CH3:13])[cH:10][c:11]12.[Cl:43][c:44]1[cH:45][cH:46][cH:47][cH:48][c:49]1[Cl:50]>>[c:2]1([O:33][c:20]2[cH:19][cH:18][c:17]([Br:16])[cH:32][c:21]2[C:22](=[O:23])[NH:24][c:25]2[cH:26][cH:27][c:28]([Cl:31])[cH:29][cH:30]2)[cH:3][cH:4][n:5][c:6]2[cH:7][c:8]([O:14][CH3:15])[c:9]([O:12][CH3:13])[cH:10][c:11]12.